Dataset: the Open Reaction Database (ORD), a public repository of structured organic reaction records. Task: describe an organic reaction: reactants, conditions, products, and yield Starting materials: CN(C)c1ccncc1, CC(C)NC(C)C, CCN(C(C)C)C(C)C, N#CCCOP(Cl)Cl, ClCCl. Yields the product CC(C)N(C(C)C)P(Cl)OCCC#N. As a reaction SMILES: [CH3:28][N:29]([c:30]1[cH:31][cH:32][n:33][cH:34][cH:35]1)[CH3:36].[CH:18]([NH:19][CH:20]([CH3:21])[CH3:22])([CH3:23])[CH3:24].[CH:9]([CH3:10])([CH3:11])[N:12]([CH2:13][CH3:14])[CH:15]([CH3:16])[CH3:17].[Cl:1][P:2]([O:3][CH2:4][CH2:5][C:6]#[N:7])[Cl:8].[Cl:25][CH2:26][Cl:27]>>[Cl:1][P:2]([O:3][CH2:4][CH2:5][C:6]#[N:7])[N:12]([CH:9]([CH3:10])[CH3:11])[CH:15]([CH3:16])[CH3:17]. Reactants: CN(C)C(=O)C1CCC(NC(=O)OCc2ccccc2)C(NC(=O)OC(C)(C)C)C1, [H][H], C1CCOC1. The product is CN(C)C(=O)C1CCC(N)C(NC(=O)OC(C)(C)C)C1. As a reaction SMILES: [CH2:1]([O:2][C:3](=[O:4])[NH:11][CH:12]1[CH:13]([NH:23][C:24](=[O:25])[O:26][C:27]([CH3:28])([CH3:29])[CH3:30])[CH2:14][CH:15]([C:18]([N:19]([CH3:20])[CH3:21])=[O:22])[CH2:16][CH2:17]1)[c:5]1[cH:6][cH:7][cH:8][cH:9][cH:10]1.[H:31][H:32].[O:33]1[CH2:34][CH2:35][CH2:36][CH2:37]1>>[NH2:11][CH:12]1[CH:13]([NH:23][C:24](=[O:25])[O:26][C:27]([CH3:28])([CH3:29])[CH3:30])[CH2:14][CH:15]([C:18]([N:19]([CH3:20])[CH3:21])=[O:22])[CH2:16][CH2:17]1. The reactants are O=C([O-])[O-], N=C(O)CN1C(=O)c2ccccc2C1=O, CO, [Cl-], Cl, [K+], [K+], [NH4+]. Product: N=C(N)CN1C(=O)c2ccccc2C1=O, Cl. Reaction SMILES: [C:17](=[O:18])([O-:19])[O-:20].[C:2]1(=[O:16])[c:3]2[c:4]([cH:12][cH:13][cH:14][cH:15]2)[C:5](=[O:11])[N:6]1[CH2:7][C:8]([OH:9])=[NH:10].[CH3:25][OH:26].[Cl-:23].[ClH:1].[K+:21].[K+:22].[NH4+:24]>>[C:2]1(=[O:16])[c:3]2[c:4]([cH:12][cH:13][cH:14][cH:15]2)[C:5](=[O:11])[N:6]1[CH2:7][C:8](=[NH:10])[NH2:24].[ClH:1].